From a dataset of the Open Reaction Database (ORD), a public repository of structured organic reaction records. describe an organic reaction: reactants, conditions, products, and yield The reactants are COC(=O)c1cc(Cl)ccc1F, Oc1cccc(Cl)c1. Product: COC(=O)c1cc(Cl)ccc1Oc1cccc(Cl)c1. Reaction SMILES: [Cl:1][c:2]1[cH:3][cH:4][c:5]([F:12])[c:6]([C:7](=[O:8])[O:9][CH3:10])[cH:11]1.[OH:13][c:14]1[cH:15][cH:16][cH:17][c:18]([Cl:19])[cH:20]1>>[Cl:1][c:2]1[cH:3][cH:4][c:5]([O:13][c:14]2[cH:15][cH:16][cH:17][c:18]([Cl:19])[cH:20]2)[c:6]([C:7](=[O:8])[O:9][CH3:10])[cH:11]1.